From a dataset of the Open Reaction Database (ORD), a public repository of structured organic reaction records. describe an organic reaction: reactants, conditions, products, and yield Starting materials: C[O-].[Na+] (sodium methoxide), FC=1C=CC=2N(C1)C(NC2)=S (6-fluoro-2H-imidazo[1,5-a]pyridine-3-thione), CI (methyl iodide). The solvent is CO (methanol). Reaction conditions: time 10 minute. Yields the product FC=1C=CC=2N(C1)C(=NC2)SC (6-fluoro-3-methylsulfanyl-imidazo[1,5-a]pyridine). Isolated yield 104.5%. Reaction SMILES: [F:1][C:2]1[CH:3]=[CH:4][C:5]2[N:6]([C:8](=[S:11])[NH:9][CH:10]=2)[CH:7]=1.[CH3:12][O-].[Na+].CI>CO>[F:1][C:2]1[CH:3]=[CH:4][C:5]2[N:6]([C:8]([S:11][CH3:12])=[N:9][CH:10]=2)[CH:7]=1 |f:1.2|. Procedure details: In a round-bottomed flask, 6-fluoro-2H-imidazo[1,5-a]pyridine-3-thione (158 mg, 0.94 mmol) was suspended in methanol (1 ml) and sodium methoxide (0.5 M in MeOH, 2.0 ml, 1.0 mmol) was added dropwise. The reaction was stirred at room temperature for 10 min then methyl iodide (0.07 ml, 1.12 mmol) was added dropwise. The reaction mixture was stirred at room temperature for 2 h then concentrated. The residue was partitioned between dichloromethane and water. The aqueous layer was extracted with dichl... RXN SMILES: [C:1](OC1C2C(=CC=CC=2)N(CCC)C1=O)(=[O:8])[C:2]1[CH:7]=[CH:6][CH:5]=[CH:4][CH:3]=1.[CH3:23][C:24]1[CH:25]=[C:26]2[C:30](=[CH:31][CH:32]=1)[N:29]([CH2:33][CH2:34][CH2:35][CH:36]([CH3:38])[CH3:37])[C:28](=[O:39])[C:27]2=[O:40]>>[C:1]([O:40][CH:27]1[C:26]2[C:30](=[CH:31][CH:32]=[C:24]([CH3:23])[CH:25]=2)[N:29]([CH2:33][CH2:34][CH2:35][CH:36]([CH3:37])[CH3:38])[C:28]1=[O:39])(=[O:8])[C:2]1[CH:7]=[CH:6][CH:5]=[CH:4][CH:3]=1. Procedure details: Was made in a similar way to 2-oxo-1-propylindolin-3-yl benzoate starting from 5-methyl-1-(4-methylpentyl)indoline-2,3-dione. 1H-NMR δ 8.11 (d, 2H), 7.58 (dt, 1H), 7.45 (m, 2H), 7.25 (s, 1H), 7.15 (dd, 1H), 6.77 (d, 1H), 6.17 (s, 1H), 3.70 (m, 2H), 2.31 (s, 3H), 1.73 (m, 2H), 1.61 (m, 1H), 1.29 (m, 2H), 0.90 (d, 6H). Yields the product C(C1=CC=CC=C1)(=O)OC1C(N(C2=CC=C(C=C12)C)CCCC(C)C)=O (5-methyl-1-(4-methylpentyl)-2-oxoindolin-3-yl benzoate). Starting materials: C(C1=CC=CC=C1)(=O)OC1C(N(C2=CC=CC=C12)CCC)=O (2-oxo-1-propylindolin-3-yl benzoate), CC=1C=C2C(C(N(C2=CC1)CCCC(C)C)=O)=O (5-methyl-1-(4-methylpentyl)indoline-2,3-dione). The reactants are Cl.Cl.NC1=CC(=C(C(=O)NCC2CCNCC2)C=C1Cl)OC (4-Amino-5-chloro-2-methoxy-N-(piperidin-4-ylmethyl)benzamide dihydrochloride), BrCCCCCC(=O)C1=C(C=C(C=C1)O)O (6-bromo-1-(2,4-dihydroxyphenyl)-1-hexanone). Solvent: C(C)N(CC)CC (triethylamine). Yields the product NC1=CC(=C(C(=O)NCC2CCN(CC2)CCCCCC(=O)C2=C(C=C(C=C2)O)O)C=C1Cl)OC (4-amino-5-chloro-2-methoxy-N-((1-(6-(2,4-dihydroxyphenyl)-6-oxohexyl)piperidin-4-yl)methyl)benzamide). Isolated yield 18.4%. As a reaction SMILES: Cl.Cl.[NH2:3][C:4]1[C:19]([Cl:20])=[CH:18][C:7]([C:8]([NH:10][CH2:11][CH:12]2[CH2:17][CH2:16][NH:15][CH2:14][CH2:13]2)=[O:9])=[C:6]([O:21][CH3:22])[CH:5]=1.Br[CH2:24][CH2:25][CH2:26][CH2:27][CH2:28][C:29]([C:31]1[CH:36]=[CH:35][C:34]([OH:37])=[CH:33][C:32]=1[OH:38])=[O:30]>C(N(CC)CC)C>[NH2:3][C:4]1[C:19]([Cl:20])=[CH:18][C:7]([C:8]([NH:10][CH2:11][CH:12]2[CH2:13][CH2:14][N:15]([CH2:24][CH2:25][CH2:26][CH2:27][CH2:28][C:29]([C:31]3[CH:36]=[CH:35][C:34]([OH:37])=[CH:33][C:32]=3[OH:38])=[O:30])[CH2:16][CH2:17]2)=[O:9])=[C:6]([O:21][CH3:22])[CH:5]=1 |f:0.1.2|. Procedure: 4-Amino-5-chloro-2-methoxy-N-(piperidin-4-ylmethyl)benzamide dihydrochloride (3.87 g) as a starting compound, 6-bromo-1-(2,4-dihydroxyphenyl)-1-hexanone (3.00 g) and triethylamine (6.5 ml) were reacted and purified in the same manner as in Example 172 to give 0.97 g of 4-amino-5-chloro-2-methoxy-N-((1-(6-(2,4-dihydroxyphenyl)-6-oxohexyl)piperidin-4-yl)methyl)benzamide, m.p. 96°-99° C.